This data is from the Open Reaction Database (ORD), a public repository of structured organic reaction records. The task is: describe an organic reaction: reactants, conditions, products, and yield The solvent is O1CCCC1 (tetrahydrofuran). The product is C1(=CC=CC=C1)C1=NN2C(N=CC=C2)=C1CC(=O)N (2-Phenylpyrazolo[1.5-a]pyrimidine-3-acetamide). Yield: 64.0%. Reported procedure: A mixture of 3.5 g (0.013 mole) of 2-phenylpyrazolo[1,5-a]pyrimidine-3-acetic acid and 2.24 g (0.013 mole) of 1,1'-carbonyldiimidazole in 150 ml of anhydrous tetrahydrofuran was stirred for 3 hours at room temperature while nitrogen was bubbled through the mixture. The reaction mixture was cooled in a dry ice/acetone bath, and treated with 50 ml of liquid ammonia. The reaction mixture was warmed to room temperature and stirred for two days. The suspended solid which formed was collected by filtr... Reactants: C1(=CC=CC=C1)C1=NN2C(N=CC=C2)=C1CC(=O)O (2-phenylpyrazolo[1,5-a]pyrimidine-3-acetic acid), C(=O)(N1C=NC=C1)N1C=NC=C1 (1,1'-carbonyldiimidazole). Reaction SMILES: [C:1]1([C:7]2[C:15]([CH2:16][C:17]([OH:19])=O)=[C:10]3[N:11]=[CH:12][CH:13]=[CH:14][N:9]3[N:8]=2)[CH:6]=[CH:5][CH:4]=[CH:3][CH:2]=1.C(N1C=CN=C1)([N:22]1C=CN=C1)=O>O1CCCC1>[C:1]1([C:7]2[C:15]([CH2:16][C:17]([NH2:22])=[O:19])=[C:10]3[N:11]=[CH:12][CH:13]=[CH:14][N:9]3[N:8]=2)[CH:6]=[CH:5][CH:4]=[CH:3][CH:2]=1. Conditions: time 3 hour. Starting materials: O=c1ccc2ncc(Br)cc2n1CC1OCCO1, CC(C)(C)OC(N)=O, O=C([O-])[O-], ClC(Cl)Cl, [Cs+], [Cs+], O=C(C=Cc1ccccc1)C=Cc1ccccc1, O=C(C=Cc1ccccc1)C=Cc1ccccc1, C1COCCO1, O=C(C=Cc1ccccc1)C=Cc1ccccc1, O, [Pd], [Pd], CC1(C)c2cccc(P(c3ccccc3)c3ccccc3)c2Oc2c(P(c3ccccc3)c3ccccc3)cccc21. Product: CC(C)(C)OC(=O)Nc1cnc2ccc(=O)n(CC3OCCO3)c2c1. As a reaction SMILES: [Br:1][c:2]1[cH:3][n:4][c:5]2[cH:6][cH:7][c:8](=[O:18])[n:9]([CH2:12][CH:13]3[O:14][CH2:15][CH2:16][O:17]3)[c:10]2[cH:11]1.[C:19]([NH2:20])([O:21][C:22]([CH3:23])([CH3:24])[CH3:25])=[O:26].[C:27](=[O:28])([O-:29])[O-:30].[CH:138]([Cl:139])([Cl:140])[Cl:141].[Cs+:31].[Cs+:32].[O:101]=[C:102]([CH:103]=[CH:104][c:105]1[cH:106][cH:107][cH:108][cH:109][cH:110]1)[CH:111]=[CH:112][c:113]1[cH:114][cH:115][cH:116][cH:117][cH:118]1.[O:119]=[C:120]([CH:121]=[CH:122][c:123]1[cH:124][cH:125][cH:126][cH:127][cH:128]1)[CH:129]=[CH:130][c:131]1[cH:132][cH:133][cH:134][cH:135][cH:136]1.[O:75]1[CH2:76][CH2:77][O:78][CH2:79][CH2:80]1.[O:83]=[C:84]([CH:85]=[CH:86][c:87]1[cH:88][cH:89][cH:90][cH:91][cH:92]1)[CH:93]=[CH:94][c:95]1[cH:96][cH:97][cH:98][cH:99][cH:100]1.[OH2:137].[Pd:81].[Pd:82].[c:33]1([P:34]([c:35]2[cH:36][cH:37][cH:38][cH:39][cH:40]2)[c:41]2[c:42]3[c:66]([cH:67][cH:68][cH:69]2)[C:63]([CH3:64])([CH3:65])[c:45]2[c:44]([c:49]([P:50]([c:51]4[cH:52][cH:53][cH:54][cH:55][cH:56]4)[c:57]4[cH:58][cH:59][cH:60][cH:61][cH:62]4)[cH:48][cH:47][cH:46]2)[O:43]3)[cH:70][cH:71][cH:72][cH:73][cH:74]1>>[c:2]1([NH:20][C:19]([O:21][C:22]([CH3:23])([CH3:24])[CH3:25])=[O:26])[cH:3][n:4][c:5]2[cH:6][cH:7][c:8](=[O:18])[n:9]([CH2:12][CH:13]3[O:14][CH2:15][CH2:16][O:17]3)[c:10]2[cH:11]1. The reactants are CCCCCCCN(CC1(c2ccc(CO)cc2)CC1)C(=O)OC(C)(C)C, CCOCC. Yields the product CCCCCCCN(CC1(c2ccc(C=O)cc2)CC1)C(=O)OC(C)(C)C. RXN SMILES: [C:1]([CH3:2])([CH3:3])([CH3:4])[O:5][C:6]([N:7]([CH2:8][C:9]1([c:12]2[cH:13][cH:14][c:15]([CH2:18][OH:19])[cH:16][cH:17]2)[CH2:10][CH2:11]1)[CH2:20][CH2:21][CH2:22][CH2:23][CH2:24][CH2:25][CH3:26])=[O:27].[CH3:28][CH2:29][O:30][CH2:31][CH3:32]>>[C:1]([CH3:2])([CH3:3])([CH3:4])[O:5][C:6]([N:7]([CH2:8][C:9]1([c:12]2[cH:13][cH:14][c:15]([CH:18]=[O:19])[cH:16][cH:17]2)[CH2:10][CH2:11]1)[CH2:20][CH2:21][CH2:22][CH2:23][CH2:24][CH2:25][CH3:26])=[O:27]. The product is CC(c1ccccc1)N1CC1CO. The reactants are [Al+3], C1CCOC1, [H-], [H-], [H-], [H-], [K+], [Li+], [OH-], COC(=O)C1CN1C(C)c1ccccc1, COC(=O)C1CN1C(C)c1ccccc1. RXN SMILES: [Al+3:2].[CH2:39]1[O:40][CH2:41][CH2:42][CH2:43]1.[H-:1].[H-:4].[H-:5].[H-:6].[K+:38].[Li+:3].[OH-:37].[c:22]1([CH:23]([N:24]2[CH2:25][CH:26]2[C:27]([O:28][CH3:29])=[O:30])[CH3:31])[cH:32][cH:33][cH:34][cH:35][cH:36]1.[c:7]1([CH:13]([CH3:14])[N:15]2[CH:16]([C:18](=[O:19])[O:20][CH3:21])[CH2:17]2)[cH:8][cH:9][cH:10][cH:11][cH:12]1>>[c:7]1([CH:13]([CH3:14])[N:15]2[CH:16]([CH2:18][OH:19])[CH2:17]2)[cH:8][cH:9][cH:10][cH:11][cH:12]1. Starting materials: C(C)(C)(C)OC(NC1(CCC1)C1=CC=C(C=C1)C1=NC=2CCC3(C(C2C=C1C1=CC=CC=C1)=NNC3=O)C)=O (tert-butyl(1-(4-(3a-methyl-3-oxo-8-phenyl-3,3a,4,5-tetrahydro-2H-pyrazolo[3,4-f]quinolin-7-yl)phenyl)cyclobutyl)carbamate). Solvent: C(=O)(C(F)(F)F)O (TFA). Reaction conditions: time 30 second. Product: NC1(CCC1)C1=CC=C(C=C1)C1=NC=2CCC3(C(C2C=C1C1=CC=CC=C1)=NNC3=O)C (7-(4-(1-aminocyclobutyl)phenyl)-3a-methyl-8-phenyl-4,5-dihydro-2H-pyrazolo[3,4-f]quinolin-3(3aH)-one). The yield is 92.6%. Reaction SMILES: C(OC(=O)[NH:7][C:8]1([C:12]2[CH:17]=[CH:16][C:15]([C:18]3[C:27]([C:28]4[CH:33]=[CH:32][CH:31]=[CH:30][CH:29]=4)=[CH:26][C:25]4[C:24]5=[N:34][NH:35][C:36](=[O:37])[C:23]5([CH3:38])[CH2:22][CH2:21][C:20]=4[N:19]=3)=[CH:14][CH:13]=2)[CH2:11][CH2:10][CH2:9]1)(C)(C)C>C(O)(C(F)(F)F)=O>[NH2:7][C:8]1([C:12]2[CH:13]=[CH:14][C:15]([C:18]3[C:27]([C:28]4[CH:29]=[CH:30][CH:31]=[CH:32][CH:33]=4)=[CH:26][C:25]4[C:24]5=[N:34][NH:35][C:36](=[O:37])[C:23]5([CH3:38])[CH2:22][CH2:21][C:20]=4[N:19]=3)=[CH:16][CH:17]=2)[CH2:11][CH2:10][CH2:9]1. Procedure: tert-butyl(1-(4-(3a-methyl-3-oxo-8-phenyl-3,3a,4,5-tetrahydro-2H-pyrazolo[3,4-f]quinolin-7-yl)phenyl)cyclobutyl)carbamate (12 mg, 0.023 mmol) was dissolved in TFA (1 mL) and stirred for 30 seconds. The solution was immediately concentrated to dryness under reduced pressure. The residue was dissolved in diethyl ether (˜2 mL) and concentrated to dryness under reduced pressure three times. The residue was then slurried in diethyl ether (2 mL) and after settling the supernatant solvent removed by pi...